Dataset: the Open Reaction Database (ORD), a public repository of structured organic reaction records. Task: describe an organic reaction: reactants, conditions, products, and yield Reactants: solution, B.C1CCOC1 (BH3.THF), C1NCCCN2C1=CC=1C=CC=CC21 (2,3,4,5-tetrahydro-1H-[1,4]-diazepino [1,2-a]indole). Run in O1CCCC1 (tetrahydrofuran), FC(C(=O)O)(F)F (trifluoroacetic acid). Conditions: time 10 minute. Product: C1NCCCN2C1CC=1C=CC=CC21 (2,3,4,5,11,11a-hexahydro-1H-[1,4]-diazepino[1,2-a]indole). Reaction SMILES: [CH2:1]1[C:7]2=[CH:8][C:9]3[CH:10]=[CH:11][CH:12]=[CH:13][C:14]=3[N:6]2[CH2:5][CH2:4][CH2:3][NH:2]1.B.C1COCC1>FC(F)(F)C(O)=O.O1CCCC1>[CH2:1]1[CH:7]2[CH2:8][C:9]3[CH:10]=[CH:11][CH:12]=[CH:13][C:14]=3[N:6]2[CH2:5][CH2:4][CH2:3][NH:2]1 |f:1.2|. Procedure: 70 milligrams of 2,3,4,5-tetrahydro-1H-[1,4]-diazepino [1,2-a]indole (prepared as described in U.S. Pat. No. 3,867,374) was dissolved in 3 milliliters of trifluoroacetic acid and the mixture was stirred for 10 minutes under nitrogen. Thereafter, 1.5 milliliters of a 1 M solution of BH3.THF in tetrahydrofuran was added dropwise with stirring and the resulting mixture stirred for 40 minutes to obtain a 2,3,4,5,11,11a-hexahydro-1H-[1,4]-diazepino[1,2-a]indole product in the reaction mixture. Water ... As a reaction SMILES: Br[CH2:2][CH2:3][CH2:4][O:5][Si:6]([CH:13]([CH3:15])[CH3:14])([CH:10]([CH3:12])[CH3:11])[CH:7]([CH3:9])[CH3:8].[CH2:16]([O:18][C:19]([C:21]1[NH:29][C:28]2[CH:27]=[CH:26][N:25]=[CH:24][C:23]=2[C:22]=1[NH:30][C:31]1[CH:36]=[CH:35][C:34]([I:37])=[CH:33][C:32]=1[F:38])=[O:20])[CH3:17].C(=O)([O-])[O-].[Cs+].[Cs+]>CN(C=O)C.O>[CH2:16]([O:18][C:19]([C:21]1[N:29]([CH2:2][CH2:3][CH2:4][O:5][Si:6]([CH:13]([CH3:15])[CH3:14])([CH:10]([CH3:12])[CH3:11])[CH:7]([CH3:9])[CH3:8])[C:28]2[CH:27]=[CH:26][N:25]=[CH:24][C:23]=2[C:22]=1[NH:30][C:31]1[CH:36]=[CH:35][C:34]([I:37])=[CH:33][C:32]=1[F:38])=[O:20])[CH3:17] |f:2.3.4|. Procedure: (3-Bromo-propoxy)-triisopropyl-silane (209 mg, 0.71 mmol) was dissolved in DMF (5 ml) and 3-(2-fluoro-4-iodophenylamino)-1H-pyrrolo[3,2-c]pyridine-2-carboxylic acid ethyl ester (250 mg, 0.59 mmol) was added, followed by cesium carbonate (250 mg, 0.77 mmol). The mixture was heated at 80° C. under nitrogen for 3 hours, then allowed to cool, diluted with water and extracted with dichloromethane (×2). The combined organic layers were washed with 20% aqueous lithium chloride solution, dried over magn... Isolated yield 28.9%. Reaction conditions: temperature 80 celsius. Yields the product C(C)OC(=O)C1=C(C=2C=NC=CC2N1CCCO[Si](C(C)C)(C(C)C)C(C)C)NC1=C(C=C(C=C1)I)F (3-(2-Fluoro-4-iodo-phenylamino)-1-(3-triisopropylsilanyloxy-propyl)-1H-pyrrolo[3,2-c]pyridine-2-carboxylic acid ethyl ester). Starting materials: C(C)OC(=O)C1=C(C=2C=NC=CC2N1)NC1=C(C=C(C=C1)I)F (3-(2-fluoro-4-iodophenylamino)-1H-pyrrolo[3,2-c]pyridine-2-carboxylic acid ethyl ester), BrCCCO[Si](C(C)C)(C(C)C)C(C)C ((3-Bromo-propoxy)-triisopropyl-silane), C([O-])([O-])=O.[Cs+].[Cs+] (cesium carbonate). Run in O (water), CN(C)C=O (DMF).